This data is from the Open Reaction Database (ORD), a public repository of structured organic reaction records. The task is: describe an organic reaction: reactants, conditions, products, and yield Reactants: ClC1=CC(=C(C=C1)COC1OCCCC1)[N+](=O)[O-] (4-chloro-2-nitro-1-[[(tetrahydro-2H-pyran-2-yl)oxy]methyl]benzene), [H][H] (hydrogen), [H][H] (hydrogen). Reagents/catalysts: [Ni] (Raney nickel). Run in C(C)O (ethanol). The product is ClC=1C=CC(=C(C1)N)COC1OCCCC1 (5-Chloro-2-[[(tetrahydro-2H-pyran-2-yl)oxy]methyl]benzenamine). Isolated yield 98.1%. Reaction SMILES: [Cl:1][C:2]1[CH:7]=[CH:6][C:5]([CH2:8][O:9][CH:10]2[CH2:15][CH2:14][CH2:13][CH2:12][O:11]2)=[C:4]([N+:16]([O-])=O)[CH:3]=1.[H][H]>[Ni].C(O)C>[Cl:1][C:2]1[CH:7]=[CH:6][C:5]([CH2:8][O:9][CH:10]2[CH2:15][CH2:14][CH2:13][CH2:12][O:11]2)=[C:4]([NH2:16])[CH:3]=1. Procedure: A Parr bottle containing 4-chloro-2-nitro-1-[[(tetrahydro-2H-pyran-2-yl)oxy]methyl]benzene (22.6 g, 82.8 mmol) and ethanol (150 mL) was treated with Raney nickel (50% slurry in water, 2.0 g), charged with hydrogen (60 psi) and rocked until hydrogen uptake ceased (3 h). The resultant suspension was filtered through celite, and the celite cake thoroughly washed with fresh ethanol (5×150 mL). The combined organic extracts were concentrated in vacuo to give an orange oil that crystallized on standin... RXN SMILES: [C:1]([CH3:2])([CH3:3])([CH3:4])[CH:5]1[CH:6]=[C:7]2[CH:8]=[CH:9][CH:10]([CH3:37])[C:11]([CH2:16][CH2:17][CH:18]3[CH2:19][CH:20]([C:29]([CH3:30])([CH3:31])[CH3:32])[CH:21]([O:25][SiH:26]([CH3:27])[CH3:28])[C:22](=[O:24])[O:23]3)([O:33][SiH:34]([CH3:35])[CH3:36])[CH:12]2[CH:13]([OH:15])[CH2:14]1.[CH3:38][C:39]1([CH3:47])[CH:40]([C:44](=[O:45])[Cl:46])[C:41]1([CH3:42])[CH3:43]>>[C:1]([CH3:2])([CH3:3])([CH3:4])[CH:5]1[CH:6]=[C:7]2[CH:8]=[CH:9][CH:10]([CH3:37])[C:11]([CH2:16][CH2:17][CH:18]3[CH2:19][CH:20]([C:29]([CH3:30])([CH3:31])[CH3:32])[CH:21]([O:25][SiH:26]([CH3:27])[CH3:28])[C:22](=[O:24])[O:23]3)([O:33][SiH:34]([CH3:35])[CH3:36])[CH:12]2[CH:13]([O:15][C:44]([CH:40]2[C:39]([CH3:38])([CH3:47])[C:41]2([CH3:42])[CH3:43])=[O:45])[CH2:14]1. Reactants: CC1C=CC2=CC(C(C)(C)C)CC(O)C2C1(CCC1CC(C(C)(C)C)C(O[SiH](C)C)C(=O)O1)O[SiH](C)C, CC1(C)C(C(=O)Cl)C1(C)C. Yields the product CC1C=CC2=CC(C(C)(C)C)CC(OC(=O)C3C(C)(C)C3(C)C)C2C1(CCC1CC(C(C)(C)C)C(O[SiH](C)C)C(=O)O1)O[SiH](C)C. Starting materials: O=C([O-])O, CCOC(=O)N1c2ccc(OC)nc2C(Nc2ncc(N3CCNCC3)c(Cc3cc(C(F)(F)F)cc(C(F)(F)F)c3)n2)CC1CC, CCO, N#CBr, [Na+]. The product is CCOC(=O)N1c2ccc(OC)nc2C(Nc2ncc(N3CCN(C#N)CC3)c(Cc3cc(C(F)(F)F)cc(C(F)(F)F)c3)n2)CC1CC. As a reaction SMILES: [C:48](=[O:49])([OH:50])[O-:51].[CH2:1]([CH3:2])[O:3][C:4](=[O:5])[N:6]1[CH:7]([CH2:46][CH3:47])[CH2:8][CH:9]([NH:18][c:19]2[n:20][cH:21][c:22]([N:40]3[CH2:41][CH2:42][NH:43][CH2:44][CH2:45]3)[c:23]([CH2:25][c:26]3[cH:27][c:28]([C:36]([F:37])([F:38])[F:39])[cH:29][c:30]([C:32]([F:33])([F:34])[F:35])[cH:31]3)[n:24]2)[c:10]2[n:11][c:12]([O:16][CH3:17])[cH:13][cH:14][c:15]21.[CH3:56][CH2:57][OH:58].[N:53]#[C:54][Br:55].[Na+:52]>>[CH2:1]([CH3:2])[O:3][C:4](=[O:5])[N:6]1[CH:7]([CH2:46][CH3:47])[CH2:8][CH:9]([NH:18][c:19]2[n:20][cH:21][c:22]([N:40]3[CH2:41][CH2:42][N:43]([C:54]#[N:53])[CH2:44][CH2:45]3)[c:23]([CH2:25][c:26]3[cH:27][c:28]([C:36]([F:37])([F:38])[F:39])[cH:29][c:30]([C:32]([F:33])([F:34])[F:35])[cH:31]3)[n:24]2)[c:10]2[n:11][c:12]([O:16][CH3:17])[cH:13][cH:14][c:15]21.